describe an organic reaction: reactants, conditions, products, and yield From a dataset of the Open Reaction Database (ORD), a public repository of structured organic reaction records. The reactants are COC(=O)c1ccc(C=CCOC(C)=O)cc1, CO, O, Cc1ccc(S(=O)(=O)O)cc1. The product is COC(=O)c1ccc(C=CCO)cc1. As a reaction SMILES: [CH3:1][O:2][C:3]([c:4]1[cH:5][cH:6][c:7]([CH:10]=[CH:11][CH2:12][O:13][C:14](=[O:15])[CH3:16])[cH:8][cH:9]1)=[O:17].[CH3:30][OH:31].[OH2:18].[c:19]1([CH3:20])[cH:21][cH:22][c:23]([S:24]([OH:25])(=[O:26])=[O:27])[cH:28][cH:29]1>>[CH3:1][O:2][C:3]([c:4]1[cH:5][cH:6][c:7]([CH:10]=[CH:11][CH2:12][OH:13])[cH:8][cH:9]1)=[O:17]. Reactants: ClC1=C(OCCCOS(=O)(=O)C)C(=CC(=C1)OCC=C(Cl)Cl)Cl (methanesulfonic acid 3-[2,6-dichloro-4-(3,3-dichloro-allyloxy)-phenoxy]-propyl ester), IC1=CC=C(C=C1)O (4-iodophenol), C([O-])([O-])=O.[K+].[K+] (potassium carbonate). The solvent is CN(C=O)C (dimethylformamide). Yields the product ClC1=C(C(=CC(=C1)OCC=C(Cl)Cl)Cl)OCCCOC1=CC=C(C=C1)I (1,3-dichloro-5-(3,3-dichloro-allyloxy)-2-[3-(4-iodo-phenoxy)-propoxy]-benzene). RXN SMILES: [Cl:1][C:2]1[CH:16]=[C:15]([O:17][CH2:18][CH:19]=[C:20]([Cl:22])[Cl:21])[CH:14]=[C:13]([Cl:23])[C:3]=1[O:4][CH2:5][CH2:6][CH2:7][O:8]S(C)(=O)=O.[I:24][C:25]1[CH:30]=[CH:29][C:28](O)=[CH:27][CH:26]=1.C(=O)([O-])[O-].[K+].[K+]>CN(C)C=O>[Cl:1][C:2]1[CH:16]=[C:15]([O:17][CH2:18][CH:19]=[C:20]([Cl:22])[Cl:21])[CH:14]=[C:13]([Cl:23])[C:3]=1[O:4][CH2:5][CH2:6][CH2:7][O:8][C:28]1[CH:29]=[CH:30][C:25]([I:24])=[CH:26][CH:27]=1 |f:2.3.4|. Reported procedure: 2 g of methanesulfonic acid 3-[2,6-dichloro-4-(3,3-dichloro-allyloxy)-phenoxy]-propyl ester, 1.14 g of 4-iodophenol and 1.96 g of potassium carbonate are stirred for 24 hours at 50° C. in 20 ml of dimethylformamide. The reaction mixture is poured onto water and extracted with ethyl acetate. The organic phase is washed with water and potassium carbonate solution and concentrated. Purification over silica gel yields 1,3-dichloro-5-(3,3-dichloro-allyloxy)-2-[3-(4-iodo-phenoxy)-propoxy]-benzene. 1H-... Reactants: BrC=1C(=C(C(=O)O)C=C(C1F)F)F (3-bromo-2,4,5-trifluorobenzoic acid), S(=O)(Cl)Cl (thionyl chloride). The product is BrC=1C(=C(C(=O)Cl)C=C(C1F)F)F (3-Bromo-2,4,5-trifluorobenzoyl chloride). As a reaction SMILES: [Br:1][C:2]1[C:3]([F:13])=[C:4]([CH:8]=[C:9]([F:12])[C:10]=1[F:11])[C:5](O)=[O:6].S(Cl)([Cl:16])=O>>[Br:1][C:2]1[C:3]([F:13])=[C:4]([CH:8]=[C:9]([F:12])[C:10]=1[F:11])[C:5]([Cl:16])=[O:6]. Reported procedure: A solution of the 3-bromo-2,4,5-trifluorobenzoic acid (2.5 g) in thionyl chloride (10 ml) was refluxed for 2.5 hours, and then concentrated. The resulting residue was purified by distillation through Widmer fractionating column to give the title compound (2.3 g), bp 98°-102° C./18 mmHg. Reactants: O=C(O)COc1ccccc1, COc1ccc(N)cc1OC. The reagents and catalysts are CN(C)C(=[N+](C)C)ON1C2=C(C=CC(=C2)Cl)N=N1.F[P-](F)(F)(F)(F)F (HCTU), CCN(C(C)C)C(C)C (DIPEA). The solvent is CN(C)C=O (DMF), CN(C)C=O (DMF), CN(C)C=O (DMF), CN(C)C=O (DMF), CN(C)C=O (DMF), CN(C)C=O (DMF). Reaction conditions: temperature 25 celsius, time 2 hour. Product: COc1ccc(NC(=O)COc2ccccc2)cc1OC. Isolated yield 62.6%. Reaction SMILES: COc1ccc(N)cc1OC.O=C(O)COc1ccccc1.CN(C)C(=[N+](C)C)ON1C2=C(C=CC(=C2)Cl)N=N1.F[P-](F)(F)(F)(F)F.CCN(C(C)C)C(C)C.CN(C)C=O>>COc1ccc(NC(=O)COc2ccccc2)cc1OC. Reactants: C=CCI, CN1CCN(c2nc3cc4ccccc4cc3o2)CC1, CN(C)C=O. The product is C=CC[N+]1(C)CCN(c2nc3cc4ccccc4cc3o2)CC1, [I-]. As a reaction SMILES: [CH2:21]([CH:22]=[CH2:23])[I:24].[CH3:1][N:2]1[CH2:3][CH2:4][N:5]([c:8]2[o:9][c:10]3[c:11]([n:12]2)[cH:13][c:14]2[cH:15][cH:16][cH:17][cH:18][c:19]2[cH:20]3)[CH2:6][CH2:7]1.[O:25]=[CH:26][N:27]([CH3:28])[CH3:29]>>[CH3:1][N+:2]1([CH2:21][CH:22]=[CH2:23])[CH2:3][CH2:4][N:5]([c:8]2[o:9][c:10]3[c:11]([n:12]2)[cH:13][c:14]2[cH:15][cH:16][cH:17][cH:18][c:19]2[cH:20]3)[CH2:6][CH2:7]1.[I-:24]. The reactants are C1(CCCCC1)CCN (cyclohexylethylamine), O1C(=CC=C1)C(=O)O (2-furoic acid), N (NH3). Yields the product C1(CCCCC1)CCNCC=1OC=CC1 (N-(2-Cyclohexylethyl)-N-(furan-2-ylmethyl)amine). As a reaction SMILES: [CH:1]1([CH2:7][CH2:8][NH2:9])[CH2:6][CH2:5][CH2:4][CH2:3][CH2:2]1.[O:10]1[CH:14]=[CH:13][CH:12]=[C:11]1[C:15](O)=O.N>>[CH:1]1([CH2:7][CH2:8][NH:9][CH2:15][C:11]2[O:10][CH:14]=[CH:13][CH:12]=2)[CH2:6][CH2:5][CH2:4][CH2:3][CH2:2]1. Procedure: The desired amine was prepared using the method described in Example 1171A starting with cyclohexylethylamine and 2-furoic acid. m/e (DCI/NH3) 208 (MH+) Reactants: C(CCl)Cl (EDC), Cl (HCl), C(C)(C)(C)[SiH2]OC(C1=CC=C(C=C1)CC(C(=O)O)OCC)(C)C (3-[4-(tert-butyl-dimethyl-silanyloxymethyl)-phenyl]-2-ethoxy-propionic acid), ClC(CO)(Cl)Cl (2,2,2-trichloro ethanol). The reagents and catalysts are CN(C)C=1C=CN=CC1 (DMAP). Run in C(Cl)Cl (DCM), C(Cl)Cl (DCM). Run at time 18 hour. The product is ClC(COC(C(CC1=CC=C(C=C1)C(O[SiH2]C(C)(C)C)(C)C)OCC)=O)(Cl)Cl (3-[4-(tert-Butyl-dimethyl-silanyloxymethyl)-phenyl]-2-ethoxy-propionic acid 2,2,2-trichloro-ethyl ester). Reaction SMILES: [C:1]([SiH2:5][O:6][C:7]([CH3:23])([CH3:22])[C:8]1[CH:13]=[CH:12][C:11]([CH2:14][CH:15]([O:19][CH2:20][CH3:21])[C:16]([OH:18])=[O:17])=[CH:10][CH:9]=1)([CH3:4])([CH3:3])[CH3:2].[Cl:24][C:25]([Cl:29])([Cl:28])[CH2:26]O.C(Cl)CCl.Cl>C(Cl)Cl.CN(C1C=CN=CC=1)C>[Cl:24][C:25]([Cl:29])([Cl:28])[CH2:26][O:17][C:16](=[O:18])[CH:15]([O:19][CH2:20][CH3:21])[CH2:14][C:11]1[CH:12]=[CH:13][C:8]([C:7]([CH3:22])([CH3:23])[O:6][SiH2:5][C:1]([CH3:3])([CH3:4])[CH3:2])=[CH:9][CH:10]=1. Procedure: Under nitrogen atmosphere 3-[4-(tert-butyl-dimethyl-silanyloxymethyl)-phenyl]-2-ethoxy-propionic acid (0.135 g, 0.4 mmol) and 2,2,2-trichloro ethanol (0.06 g, 0.4 mmol) were dissolved in dry DCM (5 mL) and DMAP (2 mg, 0.02 mmol) was added followed by EDC×HCl (0.092 g, 0.48 mmol) at 0° C. The mixture was stirred for 18 h at ambient temperature, then diluted with DCM and extracted with aq. HCl (2N) and water. The organic layer was separated, dried (MgSO4) and evaporated to afford the crude product...